This data is from the Open Reaction Database (ORD), a public repository of structured organic reaction records. The task is: describe an organic reaction: reactants, conditions, products, and yield The reactants are S1CNC2=C1C=CC=C2 (2,3-dihydro-1,3-benzothiazole), NC1=C(C=CC=C1)S (2-aminobenzenethiol), C=O (formalin), COC1=C(C=C(C(=O)Cl)C=C1C(F)(F)F)SC (4-methoxy-3-methylsulfanyl-5-trifluoromethylbenzoyl chloride). Solvent: C(Cl)(Cl)Cl (chloroform), C(C)N(CC)CC (triethylamine). Run at time 1 hour. Product: COC1=C(C=C(C(=O)N2CSC3=C2C=CC=C3)C=C1C(F)(F)F)SC (3-(4-methoxy-3-methylsulfanyl-5-trifluoromethylbenzoyl)-2,3-dihydro-1,3-benzothiazole). RXN SMILES: [S:1]1[C:5]2[CH:6]=[CH:7][CH:8]=[CH:9][C:4]=2[NH:3][CH2:2]1.NC1C=CC=CC=1S.C=O.[CH3:20][O:21][C:22]1[C:30]([C:31]([F:34])([F:33])[F:32])=[CH:29][C:25]([C:26](Cl)=[O:27])=[CH:24][C:23]=1[S:35][CH3:36]>C(Cl)(Cl)Cl.C(N(CC)CC)C>[CH3:20][O:21][C:22]1[C:30]([C:31]([F:32])([F:33])[F:34])=[CH:29][C:25]([C:26]([N:3]2[C:4]3[CH:9]=[CH:8][CH:7]=[CH:6][C:5]=3[S:1][CH2:2]2)=[O:27])=[CH:24][C:23]=1[S:35][CH3:36]. Reported procedure: 2,3-dihydro-1,3-benzothiazole synthesized from 2-aminobenzenethiol (346 mg) and 37% formalin (0.23 mL) in the same manner as in Example 1 was dissolved in chloroform (4 mL), and triethylamine (0.43 mL) and 4-methoxy-3-methylsulfanyl-5-trifluoromethylbenzoyl chloride were added to the solution, and then the mixture was stirred at room temperature for 1 hour. After the solvent was distilled off under reduced pressure, water was added and the mixture was extracted with ethyl acetate. The organic la... The reactants are [Al+3], CN(C)C(=O)Cc1cnc2[nH]c(C(CC3CCCC3)c3ccc(S(C)(=O)=O)cc3)cc2c1, [H-], [H-], [H-], [H-], [Li+], C1CCOC1. The product is CN(C)CCc1cnc2[nH]c(C(CC3CCCC3)c3ccc(S(C)(=O)=O)cc3)cc2c1. RXN SMILES: [Al+3:34].[CH:1]1([CH2:6][CH:7]([c:8]2[cH:9][cH:10][c:11]([S:14](=[O:15])(=[O:16])[CH3:17])[cH:12][cH:13]2)[c:18]2[cH:19][c:20]3[c:21]([n:22][cH:23][c:24]([CH2:26][C:27](=[O:28])[N:29]([CH3:30])[CH3:31])[cH:25]3)[nH:32]2)[CH2:2][CH2:3][CH2:4][CH2:5]1.[H-:33].[H-:36].[H-:37].[H-:38].[Li+:35].[O:39]1[CH2:40][CH2:41][CH2:42][CH2:43]1>>[CH:1]1([CH2:6][CH:7]([c:8]2[cH:9][cH:10][c:11]([S:14](=[O:15])(=[O:16])[CH3:17])[cH:12][cH:13]2)[c:18]2[cH:19][c:20]3[c:21]([n:22][cH:23][c:24]([CH2:26][CH2:27][N:29]([CH3:30])[CH3:31])[cH:25]3)[nH:32]2)[CH2:2][CH2:3][CH2:4][CH2:5]1. Product: COc1cccc(C=O)c1Br. As a reaction SMILES: [Br:1][c:2]1[c:3]([CH:4]=[O:5])[cH:6][cH:7][cH:8][c:9]1[OH:10].[C:11](=[O:12])([O-:13])[O-:14].[CH3:20][CH2:21][O:22][C:23]([CH3:24])=[O:25].[I:17][CH3:18].[K+:15].[K+:16].[OH2:19]>>[Br:1][c:2]1[c:3]([CH:4]=[O:5])[cH:6][cH:7][cH:8][c:9]1[O:10][CH3:11]. Starting materials: O=Cc1cccc(O)c1Br, O=C([O-])[O-], CCOC(C)=O, CI, [K+], [K+], O. Starting materials: BrC=1SC(=CC1)C(=O)C(C#N)=CN(C)C (2-(2-Bromothiophene-5-carbonyl)-3-(dimethylamino)acrylonitrile), Cl.O=C1N(CCN1)CCNC(=N)N (1-(2-(2-oxoimidazolidin-1-yl)ethyl)guanidine hydrochloride), C([O-])([O-])=O.[Cs+].[Cs+] (cesium carbonate). Solvent: CN1C(CCC1)=O (N-methyl pyrrolidone), CO (methanol). Conditions: temperature 100 celsius. Product: BrC1=CC=C(S1)C1=NC(=NC=C1C#N)NCCN1C(NCC1)=O (4-(5-Bromothiophen-2-yl)-2-(2-(2-oxoimidazolidin-1-yl)ethylamino)pyrimidine-5-carbonitrile). As a reaction SMILES: [Br:1][C:2]1[S:3][C:4]([C:7]([C:9](=[CH:12]N(C)C)[C:10]#[N:11])=O)=[CH:5][CH:6]=1.Cl.[O:17]=[C:18]1[NH:22][CH2:21][CH2:20][N:19]1[CH2:23][CH2:24][NH:25][C:26]([NH2:28])=[NH:27].C(=O)([O-])[O-].[Cs+].[Cs+]>CN1CCCC1=O.CO>[Br:1][C:2]1[S:3][C:4]([C:7]2[C:9]([C:10]#[N:11])=[CH:12][N:28]=[C:26]([NH:25][CH2:24][CH2:23][N:19]3[CH2:20][CH2:21][NH:22][C:18]3=[O:17])[N:27]=2)=[CH:5][CH:6]=1 |f:1.2,3.4.5|. Procedure: 2-(2-Bromothiophene-5-carbonyl)-3-(dimethylamino)acrylonitrile) (3 g, 10 mmol) in N-methyl pyrrolidone (15 mL) was treated with 1-(2-(2-oxoimidazolidin-1-yl)ethyl)guanidine hydrochloride (1 M solution in N-methyl pyrrolidone, 15 mL, 15 mmol) and cesium carbonate (3.4 g, 10 mmol). The mixture was heated at 100° C. overnight. The reaction was then allowed to cool to room temperature and poured onto crushed ice. The resulting solid that formed was suspended in hot methanol to give a yellow solid (2... Reactants: C(=O)(O)CCC=1C(=C(NC1)C=O)C (4-(2-Carboxyethyl)-2-formyl-3-methylpyrrole), C(=O)(O)C=1C=C2CC(NC2=CC1)=O (5-carboxy-2-oxindole), N1CCCCC1 (piperidine). Solvent: C(C)O (ethanol). The product is C(=O)(O)CCC=1C(=C(NC1)C=C1C(NC2=CC=C(C=C12)C(=O)O)=O)C (3-[4-(2-Carboxy-ethyl)-3-methyl-1H-pyrrol-2-ylmethylene]-2-oxo-2,3-dihydro-1H-indole-5-carboxylic acid). The yield is 30.0%. Reaction SMILES: [C:1]([CH2:4][CH2:5][C:6]1[C:7]([CH3:13])=[C:8]([CH:11]=O)[NH:9][CH:10]=1)([OH:3])=[O:2].[C:14]([C:17]1[CH:18]=[C:19]2[C:23](=[CH:24][CH:25]=1)[NH:22][C:21](=[O:26])[CH2:20]2)([OH:16])=[O:15].N1CCCCC1>C(O)C>[C:1]([CH2:4][CH2:5][C:6]1[C:7]([CH3:13])=[C:8]([CH:11]=[C:20]2[C:19]3[C:23](=[CH:24][CH:25]=[C:17]([C:14]([OH:16])=[O:15])[CH:18]=3)[NH:22][C:21]2=[O:26])[NH:9][CH:10]=1)([OH:3])=[O:2]. Procedure details: 4-(2-Carboxyethyl)-2-formyl-3-methylpyrrole (90.6 mg), 88.6 mg 5-carboxy-2-oxindole, and 75 μL piperidine in 2 mL of ethanol were heated at 95° C. for 5 hours. The reaction mixture was cooled and concentrated. The residue was suspended in 6 N aqueous hydrochloric acid. The precipitate was filtered, washed with water to pH 6 and dried in a vacuum oven. The crude product was purified by chromatography on a silica gel column using ethyl acetate-hexane-acetic acid as the eluant to give 51 mg(30%) of... The reactants are Cl (hydrochloric acid), solution, [OH-].[Na+] (sodium hydroxide), NC1=C(C(=NC(=C1F)C1=CC=C(C=C1)I)C(=O)OC)Cl (methyl 4-amino-6-(4-iodophenyl)-3-chloro-5-fluoropicolinate). Solvent: CO (methanol). Conditions: temperature 23 celsius, time 3 hour. Yields the product NC1=C(C(=NC(=C1F)C1=CC=C(C=C1)I)C(=O)O)Cl (4-amino-3-chloro-5-fluoro-6-(4-iodophenyl)picolinic acid). Isolated yield 75.7%. Reaction SMILES: [OH-].[Na+].[NH2:3][C:4]1[C:9]([F:10])=[C:8]([C:11]2[CH:16]=[CH:15][C:14]([I:17])=[CH:13][CH:12]=2)[N:7]=[C:6]([C:18]([O:20]C)=[O:19])[C:5]=1[Cl:22].Cl>CO>[NH2:3][C:4]1[C:9]([F:10])=[C:8]([C:11]2[CH:12]=[CH:13][C:14]([I:17])=[CH:15][CH:16]=2)[N:7]=[C:6]([C:18]([OH:20])=[O:19])[C:5]=1[Cl:22] |f:0.1|. Procedure details: A 2 M solution of sodium hydroxide (740 μL, 1.5 mmol, 4.0 equiv) was added to a stirred solution of methyl 4-amino-6-(4-iodophenyl)-3-chloro-5-fluoropicolinate (150 mg, 0.37 mmol, 1.0 equiv) in methanol (3.7 mL) at 23° C. The resulting pink solution was stirred at 23° C. for 3 h. The reaction mixture adjusted to pH 3, using concentrated hydrochloric acid, and concentrated by rotary evaporation. The residue was slurried in water and vacuum filtered to afford the title compound as a pale pink powd... Starting materials: N(=NC(=O)OC(C)C)C(=O)OC(C)C (diisopropyl azodicarboxylate), CC(=CCOCCCCO)C (4-(3-methyl-2-butenyloxy)butanol), C(C)C1=C(C(=CC(=C1)OC(C1=CC=CC=C1)=O)C)O (2-ethyl-6-methyl-4-benzoyloxyphenol), C1(=CC=CC=C1)P(C1=CC=CC=C1)C1=CC=CC=C1 (triphenylphosphine). Solvent: O1CCCC1 (tetrahydrofuran). Yields the product C(C)C=1C=C(C=C(C1OCCCCOCC=C(C)C)C)OC(C1=CC=CC=C1)=O (3-ethyl-5-methyl-1-benzoyloxy-4-(4-(3-methyl-2-butenyloxy)butyloxy)benzene). Isolated yield 78.9%. Reaction SMILES: [CH3:1][C:2]([CH3:11])=[CH:3][CH2:4][O:5][CH2:6][CH2:7][CH2:8][CH2:9][OH:10].[CH2:12]([C:14]1[CH:19]=[C:18]([O:20][C:21](=[O:28])[C:22]2[CH:27]=[CH:26][CH:25]=[CH:24][CH:23]=2)[CH:17]=[C:16]([CH3:29])[C:15]=1O)[CH3:13].C1(P(C2C=CC=CC=2)C2C=CC=CC=2)C=CC=CC=1.N(C(OC(C)C)=O)=NC(OC(C)C)=O>O1CCCC1>[CH2:12]([C:14]1[CH:19]=[C:18]([O:20][C:21](=[O:28])[C:22]2[CH:27]=[CH:26][CH:25]=[CH:24][CH:23]=2)[CH:17]=[C:16]([CH3:29])[C:15]=1[O:10][CH2:9][CH2:8][CH2:7][CH2:6][O:5][CH2:4][CH:3]=[C:2]([CH3:11])[CH3:1])[CH3:13]. Procedure details: To a mixture of 0.52 g of 4-(3-methyl-2-butenyloxy)butanol, 0.77 g of 2-ethyl-6-methyl-4-benzoyloxyphenol, 0.87 g of triphenylphosphine and 20 ml of tetrahydrofuran was slowly added dropwise 0.73 g of diisopropyl azodicarboxylate with stirring under ice cooling. After stirring at room temperature for 6 hours, the reaction mixture was concentrated. The residue was subjected to silica gel chromatography, which afforded 0.94 g of 3-ethyl-5-methyl-1-benzoyloxy-4-(4-(3-methyl-2-butenyloxy)butyloxy)be...